From a dataset of the Open Reaction Database (ORD), a public repository of structured organic reaction records. describe an organic reaction: reactants, conditions, products, and yield Reactants: O=C1CCC(=O)N1Br, CCCC(CCC)c1cc(C)nc2c(-c3cnc(-c4ncnn4C)s3)c(C)nn12, CC#N. The product is CCCC(CCC)c1cc(C)nc2c(-c3sc(-c4ncnn4C)nc3Br)c(C)nn12. As a reaction SMILES: [Br:30][N:31]1[C:32](=[O:33])[CH2:34][CH2:35][C:36]1=[O:37].[CH3:1][c:2]1[n:3][n:4]2[c:5]([n:6][c:7]([CH3:17])[cH:8][c:9]2[CH:10]([CH2:11][CH2:12][CH3:13])[CH2:14][CH2:15][CH3:16])[c:18]1-[c:19]1[cH:20][n:21][c:22](-[c:24]2[n:25]([CH3:29])[n:26][cH:27][n:28]2)[s:23]1.[CH3:38][C:39]#[N:40]>>[CH3:1][c:2]1[n:3][n:4]2[c:5]([n:6][c:7]([CH3:17])[cH:8][c:9]2[CH:10]([CH2:11][CH2:12][CH3:13])[CH2:14][CH2:15][CH3:16])[c:18]1-[c:19]1[c:20]([Br:30])[n:21][c:22](-[c:24]2[n:25]([CH3:29])[n:26][cH:27][n:28]2)[s:23]1. Starting materials: ClCC=1NC(=C(C(C1C(=O)OCC)C1=CC(=CC=C1)[N+](=O)[O-])C(=O)OCC)C (2-chloromethyl-3,5-dicarboethoxy-4-(m-nitrophenyl) -6-methyl-1,4-dihydropyridine), alkoxide, OS(=O)(=O)O (H2SO4), [O-]CC.[Na+] (sodium ethoxide), S (hydrogen sulfide). The solvent is COCCOC (DME), O (water). Conditions: temperature -15 celsius, time 1 hour. The product is SCC=1NC(=C(C(C1C(=O)OCC)C1=CC(=CC=C1)[N+](=O)[O-])C(=O)OCC)C (2-mercaptomethyl-3,5-dicarboethoxy-4-(m-nitrophenyl) -6-methyl-1,4-dihydropyridine). RXN SMILES: [O-]CC.[Na+].S.Cl[CH2:7][C:8]1[NH:9][C:10]([CH3:33])=[C:11]([C:28]([O:30][CH2:31][CH3:32])=[O:29])[CH:12]([C:19]2[CH:24]=[CH:23][CH:22]=[C:21]([N+:25]([O-:27])=[O:26])[CH:20]=2)[C:13]=1[C:14]([O:16][CH2:17][CH3:18])=[O:15].O[S:35](O)(=O)=O>COCCOC.O>[SH:35][CH2:7][C:8]1[NH:9][C:10]([CH3:33])=[C:11]([C:28]([O:30][CH2:31][CH3:32])=[O:29])[CH:12]([C:19]2[CH:24]=[CH:23][CH:22]=[C:21]([N+:25]([O-:27])=[O:26])[CH:20]=2)[C:13]=1[C:14]([O:16][CH2:17][CH3:18])=[O:15] |f:0.1|. Procedure details: A stirred ethanolic solution (200 ml) of an alkaline alkoxide, for example sodium ethoxide (20 g), is saturated, at +10° C., with dry hydrogen sulfide, cooled to -15° C., and added with a solution of 2-chloromethyl-3,5-dicarboethoxy-4-(m-nitrophenyl) -6-methyl-1,4-dihydropyridine (25 g) in DME (70 ml). After one hour, the reaction mixture is warmed to 0° C., acidified with H2SO4 (10% water solution; 100 ml) and diluted with water (1400 ml). The precipitate is filtered off, dried in vacuum, and r... The reactants are CC(C)=O, O=[N+]([O-])c1sc(Cl)nc1Cl, [I-], [Na+], O. Yields the product O=[N+]([O-])c1sc(Cl)nc1I. As a reaction SMILES: [CH3:14][C:15](=[O:16])[CH3:17].[Cl:1][c:2]1[s:3][c:4]([N+:8](=[O:9])[O-:10])[c:5]([Cl:7])[n:6]1.[I-:12].[Na+:11].[OH2:13]>>[Cl:1][c:2]1[s:3][c:4]([N+:8](=[O:9])[O-:10])[c:5]([I:12])[n:6]1. Starting materials: Br, CO, [K+], Nc1cc(C(F)(F)F)nn1-c1c(Cl)cc(C(F)(F)F)cc1Cl, [Na+], [Na+], O=C([O-])[O-], O, N#C[S-]. The product is N#CSc1c(C(F)(F)F)nn(-c2c(Cl)cc(C(F)(F)F)cc2Cl)c1N. As a reaction SMILES: [Br:27].[CH3:34][OH:35].[K+:23].[NH2:1][c:2]1[cH:3][c:4]([C:19]([F:20])([F:21])[F:22])[n:5][n:6]1-[c:7]1[c:8]([Cl:18])[cH:9][c:10]([C:14]([F:15])([F:16])[F:17])[cH:11][c:12]1[Cl:13].[Na+:28].[Na+:29].[O-:30][C:31](=[O:32])[O-:33].[OH2:36].[S-:24][C:25]#[N:26]>>[NH2:1][c:2]1[c:3]([S:24][C:25]#[N:26])[c:4]([C:19]([F:20])([F:21])[F:22])[n:5][n:6]1-[c:7]1[c:8]([Cl:18])[cH:9][c:10]([C:14]([F:15])([F:16])[F:17])[cH:11][c:12]1[Cl:13]. Reactants: C(C)(C)(C)OC(=O)N1CCC(CC1)C#CCOS(=O)(=O)C (4-(3-Methanesulfonyloxy-prop-1-ynyl)-piperidine-1-carboxylic acid tert-butyl ester), C(=O)(C(F)(F)F)O (TFA). Solvent: C(Cl)Cl (CH2Cl2). Conditions: time 30 minute. Yields the product FC(C(=O)O)(F)F.N1CCC(CC1)C#CCOS(=O)(=O)C (methanesulfonic acid 3-piperidin-4-yl-prop-2-ynyl ester; compound with trifluoro-acetic acid). Reaction SMILES: C(OC([N:8]1[CH2:13][CH2:12][CH:11]([C:14]#[C:15][CH2:16][O:17][S:18]([CH3:21])(=[O:20])=[O:19])[CH2:10][CH2:9]1)=O)(C)(C)C.[C:22]([OH:28])([C:24]([F:27])([F:26])[F:25])=[O:23]>C(Cl)Cl>[F:25][C:24]([F:27])([F:26])[C:22]([OH:28])=[O:23].[NH:8]1[CH2:9][CH2:10][CH:11]([C:14]#[C:15][CH2:16][O:17][S:18]([CH3:21])(=[O:20])=[O:19])[CH2:12][CH2:13]1 |f:3.4|. Procedure: A solution of 2.96 g (9.4 mmol) of 4-(3-Methanesulfonyloxy-prop-1-ynyl)-piperidine-1-carboxylic acid tert-butyl ester in 50 ml CH2Cl2 was treated at 0° C. with 25.2 ml of TFA (for 20 min). After 30 min at this temperature, the reaction was evaporated, evaporated again with toluene (4 times) and dried to give 3.6 g (quantitative) of methanesulfonic acid 3-piperidin-4-yl-prop-2-ynyl ester; compound with trifluoro-acetic acid, MS: 218 (MH+). Starting materials: ClC1=C(N=C(S1)NC(C1=CC(=CC=C1)Cl)=O)C(F)(F)F (N-(5-Chloro-4-trifluoromethylthiazol-2-yl)-3-chlorobenzamide), P(Cl)(Cl)(Cl)(Cl)Cl (phosphorous pentachloride). Solvent: P(=O)(Cl)(Cl)Cl (phosphorous oxychloride). Yields the product ClC1=C(N=C(S1)N=C(C1=CC(=CC=C1)Cl)Cl)C(F)(F)F (N-(5-chloro-4-trifluoromethylthiazol-2-yl)-3-chlorobenzimidoyl chloride). Reaction SMILES: [Cl:1][C:2]1[S:6][C:5]([NH:7][C:8](=O)[C:9]2[CH:14]=[CH:13][CH:12]=[C:11]([Cl:15])[CH:10]=2)=[N:4][C:3]=1[C:17]([F:20])([F:19])[F:18].P(Cl)(Cl)(Cl)(Cl)[Cl:22]>P(Cl)(Cl)(Cl)=O>[Cl:1][C:2]1[S:6][C:5]([N:7]=[C:8]([Cl:22])[C:9]2[CH:14]=[CH:13][CH:12]=[C:11]([Cl:15])[CH:10]=2)=[N:4][C:3]=1[C:17]([F:20])([F:19])[F:18]. Procedure details: N-(5-Chloro-4-trifluoromethylthiazol-2-yl)-3-chlorobenzamide (15.5 g was mixed with phosphorous pentachloride (9.5 g) and phosphorous oxychloride (60 ml) and the mixture was refluxed for 12 hr. The excess phosphorous oxychloride was removed under reduced pressure and the residue was mixed with cold water then extracted with chloroform. The extract was dried over anhydrous magnesium sulfate and the solvent was removed under reduced pressure then the residue was recrystallized from n-hexane to giv...